describe an organic reaction: reactants, conditions, products, and yield From a dataset of the Open Reaction Database (ORD), a public repository of structured organic reaction records. Reactants: O=S1(=O)Nc2ccccc2N1c1ccccc1F, CN(C(=O)OC(C)(C)C)C(CCO)c1ccccc1, c1ccc(P(c2ccccc2)c2ccccc2)cc1. Yields the product CN(C(=O)OC(C)(C)C)C(CCN1c2ccccc2N(c2ccccc2F)S1(=O)=O)c1ccccc1. RXN SMILES: [F:1][c:2]1[c:3]([N:8]2[S:9](=[O:17])(=[O:18])[NH:10][c:11]3[c:12]2[cH:13][cH:14][cH:15][cH:16]3)[cH:4][cH:5][cH:6][cH:7]1.[OH:38][CH2:39][CH2:40][CH:41]([c:42]1[cH:43][cH:44][cH:45][cH:46][cH:47]1)[N:48]([C:49]([O:50][C:51]([CH3:52])([CH3:53])[CH3:54])=[O:55])[CH3:56].[c:19]1([P:20]([c:21]2[cH:22][cH:23][cH:24][cH:25][cH:26]2)[c:27]2[cH:28][cH:29][cH:30][cH:31][cH:32]2)[cH:33][cH:34][cH:35][cH:36][cH:37]1>>[F:1][c:2]1[c:3]([N:8]2[S:9](=[O:17])(=[O:18])[N:10]([CH2:39][CH2:40][CH:41]([c:42]3[cH:43][cH:44][cH:45][cH:46][cH:47]3)[N:48]([C:49]([O:50][C:51]([CH3:52])([CH3:53])[CH3:54])=[O:55])[CH3:56])[c:11]3[c:12]2[cH:13][cH:14][cH:15][cH:16]3)[cH:4][cH:5][cH:6][cH:7]1. Reactants: COC(=O)C1=C(O)c2cc(Cl)sc2S(=O)(=O)N1C, Nc1nccs1, Cc1ccccc1C. Yields the product CN1C(C(=O)Nc2nccs2)=C(O)c2cc(Cl)sc2S1(=O)=O. As a reaction SMILES: [Cl:1][c:2]1[cH:3][c:4]2[c:9]([s:10]1)[S:8](=[O:11])(=[O:12])[N:7]([CH3:13])[C:6]([C:14]([O:16][CH3:15])=[O:17])=[C:5]2[OH:18].[NH2:19][c:20]1[s:21][cH:22][cH:23][n:24]1.[c:25]1([CH3:26])[c:27]([CH3:28])[cH:29][cH:30][cH:31][cH:32]1>>[Cl:1][c:2]1[cH:3][c:4]2[c:9]([s:10]1)[S:8](=[O:11])(=[O:12])[N:7]([CH3:13])[C:6]([C:14](=[O:16])[NH:19][c:20]1[s:21][cH:22][cH:23][n:24]1)=[C:5]2[OH:18]. Starting materials: CC(C)(C)OC(=O)CC(=O)CC(O)CCl, [Na+], O=CC(O)C(O)C(O)C(O)CO, [OH-]. The product is CC(C)(C)OC(=O)CC(O)CC(O)CCl. RXN SMILES: [Cl:1][CH2:2][CH:3]([CH2:4][C:5]([CH2:6][C:7](=[O:8])[O:9][C:10]([CH3:11])([CH3:12])[CH3:13])=[O:14])[OH:15].[Na+:29].[O:16]=[CH:17][CH:18]([CH:19]([CH:20]([CH:21]([CH2:22][OH:23])[OH:24])[OH:25])[OH:26])[OH:27].[OH-:28]>>[Cl:1][CH2:2][CH:3]([CH2:4][CH:5]([CH2:6][C:7](=[O:8])[O:9][C:10]([CH3:11])([CH3:12])[CH3:13])[OH:14])[OH:15]. The reactants are C1NCCC2=CC=CC=C12 (1,2,3,4-Tetrahydroisoquinoline), FC1=NC(=CC=C1[N+](=O)[O-])F (2,6-difluoro-3-nitropyridine). Run in C1(=CC=CC=C1)C (toluene). Reaction conditions: temperature 60 celsius, time 8 hour. Product: FC1=CC=C(C(=N1)N1CC2=CC=CC=C2CC1)[N+](=O)[O-] (2-(6-fluoro-3-nitropyridin-2-yl)-1,2,3,4-tetrahydroisoquinoline). The yield is 7.0%. RXN SMILES: [CH2:1]1[C:10]2[C:5](=[CH:6][CH:7]=[CH:8][CH:9]=2)[CH2:4][CH2:3][NH:2]1.F[C:12]1[C:17]([N+:18]([O-:20])=[O:19])=[CH:16][CH:15]=[C:14]([F:21])[N:13]=1>C1(C)C=CC=CC=1>[F:21][C:14]1[N:13]=[C:12]([N:2]2[CH2:3][CH2:4][C:5]3[C:10](=[CH:9][CH:8]=[CH:7][CH:6]=3)[CH2:1]2)[C:17]([N+:18]([O-:20])=[O:19])=[CH:16][CH:15]=1. Reported procedure: 1,2,3,4-Tetrahydroisoquinoline (34.8 ml, 0.28 mol) was added to a solution of 2,6-difluoro-3-nitropyridine (44.55 g, 0.28 mol) prepared in Step 1 in toluene (200 ml). The reaction mixture was stirred overnight at 60° C. and then concentrated under reduced pressure. The resulting residue was purified with silica gel column chromatography (dichloromethane/n-hexane=1/4, v/v) to give 5.38 g of the titled compound as yellow solid. The reactants are Cl (hydrogen chloride), O (water), [Cl-].[NH4+] (ammonium chloride), O (water), N1CCCC1 (pyrrolidine), B(F)(F)F.CCOCC (boron trifluoride etherate), NC=1C(=C(C=C(C1C1=CC(=CC=C1)F)C(=O)OC)Cl)C#C[Si](C)(C)C (methyl 6-amino-4-chloro-3′-fluoro-5-[(trimethylsilyl)ethynyl]biphenyl-2-carboxylate), N(=O)OC(C)(C)C (tert-butyl nitrite). Solvent: [Cl-].[Na+].O (brine), O1CCCC1 (tetrahydrofuran). Reaction conditions: temperature 2.5 celsius, time 3 hour. Yields the product ClC=1C=C(C(=C(C1C#C[Si](C)(C)C)\N=N\N1CCCC1)C1=CC(=CC=C1)F)C(=O)OC (Methyl 4-chloro-3′-fluoro-6-[(E)-pyrrolidin-1-yldiazenyl]-5-[(trimethylsilyl)ethynyl]biphenyl-2-carboxylate). Yield: 109.2%. As a reaction SMILES: [NH2:1][C:2]1[C:3]([C:20]#[C:21][Si:22]([CH3:25])([CH3:24])[CH3:23])=[C:4]([Cl:19])[CH:5]=[C:6]([C:15]([O:17][CH3:18])=[O:16])[C:7]=1[C:8]1[CH:13]=[CH:12][CH:11]=[C:10]([F:14])[CH:9]=1.B(F)(F)F.CCOCC.[N:35](OC(C)(C)C)=O.[NH:42]1[CH2:46][CH2:45][CH2:44][CH2:43]1.[Cl-].[NH4+].O.Cl>O1CCCC1.[Cl-].[Na+].O>[Cl:19][C:4]1[CH:5]=[C:6]([C:15]([O:17][CH3:18])=[O:16])[C:7]([C:8]2[CH:13]=[CH:12][CH:11]=[C:10]([F:14])[CH:9]=2)=[C:2](/[N:1]=[N:35]/[N:42]2[CH2:46][CH2:45][CH2:44][CH2:43]2)[C:3]=1[C:20]#[C:21][Si:22]([CH3:23])([CH3:25])[CH3:24] |f:1.2,5.6,10.11.12|. Reported procedure: A solution of methyl 6-amino-4-chloro-3′-fluoro-5-[(trimethylsilyl)ethynyl]biphenyl-2-carboxylate (840 g, 2.2 mol) in tetrahydrofuran (12 L) was cooled with an ice-water bath under nitrogen and treated with boron trifluoride etherate (600 mL, 4.7 mol) dropwise [internal temperature changed from 1.4° C. to 4.4° C.] followed by tert-butyl nitrite (800 mL, 6.7 mol) dropwise over 20 minutes [internal temperature rose from 3.1° C. to 8.9° C.]. After the addition was complete a solid formed to give a ... Yields the product C(#N)N=C1N(CC(CN1C)C1=CC(=C(C=C1)NC(=O)C=1N(C=C(N1)C#N)COCC[Si](C)(C)C)C1=CCC(CC1)(C)C)C (4-Cyano-1-(2-trimethylsilanyl-ethoxymethyl)-1H-imidazole-2-carboxylic acid [4-(2-cyanoimino-1,3-dimethyl-hexahydro-pyrimidin-5-yl)-2-(4,4-dimethyl-cyclohex-1-enyl)-phenyl]-amide). Reaction SMILES: [NH2:1][C:2]1[CH:7]=[CH:6][C:5]([CH:8]2[CH2:13][N:12]([CH3:14])[C:11](=[N:15][C:16]#[N:17])[N:10]([CH3:18])[CH2:9]2)=[CH:4][C:3]=1[C:19]1[CH2:24][CH2:23][C:22]([CH3:26])([CH3:25])[CH2:21][CH:20]=1.[C:27]([C:29]1[N:30]=[C:31]([C:42](O)=[O:43])[N:32]([CH2:34][O:35][CH2:36][CH2:37][Si:38]([CH3:41])([CH3:40])[CH3:39])[CH:33]=1)#[N:28].C1(C2C=C(C3CC(=O)NC(=O)C3)C=CC=2NC(C2NC=C(C#N)N=2)=O)CCCCC=1>>[C:16]([N:15]=[C:11]1[N:12]([CH3:14])[CH2:13][CH:8]([C:5]2[CH:6]=[CH:7][C:2]([NH:1][C:42]([C:31]3[N:32]([CH2:34][O:35][CH2:36][CH2:37][Si:38]([CH3:41])([CH3:40])[CH3:39])[CH:33]=[C:29]([C:27]#[N:28])[N:30]=3)=[O:43])=[C:3]([C:19]3[CH2:24][CH2:23][C:22]([CH3:26])([CH3:25])[CH2:21][CH:20]=3)[CH:4]=2)[CH2:9][N:10]1[CH3:18])#[N:17]. Reactants: NC1=C(C=C(C=C1)C1CN(C(N(C1)C)=NC#N)C)C1=CCC(CC1)(C)C (5-[4-Amino-3-(4,4-dimethyl-cyclohex-1-enyl)-phenyl]-1,3-dimethyl-tetrahydro-pyrimidin-2-ylidene-cyanamide), C(#N)C=1N=C(N(C1)COCC[Si](C)(C)C)C(=O)O (4-cyano-1-(2-trimethylsilanyl-ethoxymethyl)-1H-imidazole-2-carboxylic acid), C1(=CCCCC1)C1=C(C=CC(=C1)C1CC(NC(C1)=O)=O)NC(=O)C=1NC=C(N1)C#N (4-Cyano-1H-imidazole-2-carboxylic acid [2-cyclohex-1-enyl-4-(2,6-dioxo-piperidin-4-yl)-phenyl]-amide). Procedure details: 5-[4-Amino-3-(4,4-dimethyl-cyclohex-1-enyl)-phenyl]-1,3-dimethyl-tetrahydro-pyrimidin-2-ylidene-cyanamide (as prepared in the previous step) was coupled to 4-cyano-1-(2-trimethylsilanyl-ethoxymethyl)-1H-imidazole-2-carboxylic acid, potassium salt (as prepared in Example 1) as described in Example 1, step (1) to obtain the title compound: Mass spectrum (ESI, m/z): Calcd. for C32H44N8O2Si, 601.3 (M+H). found 601.3. Reactants: CC(NC(=O)OCc1ccccc1)C(=O)Nc1cc(C2(c3ccccc3)CCN(C(=O)OC(C)(C)C)CC2)nn1C(C)(C)C, [Na+], O=C([O-])O, O=C(O)C(F)(F)F. Yields the product CC(NC(=O)OCc1ccccc1)C(=O)Nc1cc(C2(c3ccccc3)CCNCC2)nn1C(C)(C)C. Reaction SMILES: [C:1]([O:2][C:3](=[O:4])[N:8]1[CH2:9][CH2:10][C:11]([c:14]2[cH:15][cH:16][cH:17][cH:18][cH:19]2)([c:20]2[n:21][n:22]([C:41]([CH3:42])([CH3:43])[CH3:44])[c:23]([NH:25][C:26]([CH:27]([CH3:28])[NH:29][C:30](=[O:31])[O:32][CH2:33][c:34]3[cH:35][cH:36][cH:37][cH:38][cH:39]3)=[O:40])[cH:24]2)[CH2:12][CH2:13]1)([CH3:5])([CH3:6])[CH3:7].[Na+:49].[O-:45][C:46]([OH:47])=[O:48].[OH:50][C:51]([C:52]([F:53])([F:54])[F:55])=[O:56]>>[NH:8]1[CH2:9][CH2:10][C:11]([c:14]2[cH:15][cH:16][cH:17][cH:18][cH:19]2)([c:20]2[n:21][n:22]([C:41]([CH3:42])([CH3:43])[CH3:44])[c:23]([NH:25][C:26]([CH:27]([CH3:28])[NH:29][C:30](=[O:31])[O:32][CH2:33][c:34]3[cH:35][cH:36][cH:37][cH:38][cH:39]3)=[O:40])[cH:24]2)[CH2:12][CH2:13]1. Starting materials: 517.2, O1C(NCC1)=O (oxazolidin-2-one), COC(C1=CC(=CC(=C1)I)Br)=O (3-bromo-5-iodo-benzoic acid methylester), ClC1=CC=C(C=C1)[C@]1(C[C@]12C(NC1=CC=CC=C21)=O)C(C)C ((1S,2S)-2-(4-chlorophenyl)-2-isopropylspiro[cyclopropane-1,3′-indolin]-2′-one). Yields the product ClC1=CC=C(C=C1)[C@@]1(C[C@@]12C(N(C1=CC=CC=C21)C=2C=C(C(=O)O)C=C(C2)N2C(OCC2)=O)=O)C(C)C ((1R,2R)-3-(2-(4-chlorophenyl)-2-isopropyl-2′-oxospiro[cyclopropane-1,3′-indoline]-1′-yl)-5-(2-oxooxazolidin-3-yl)benzoic acid). Reaction SMILES: [O:1]1[CH2:5][CH2:4][NH:3][C:2]1=[O:6].C[O:8][C:9](=[O:18])[C:10]1[CH:15]=[C:14](I)[CH:13]=[C:12](Br)[CH:11]=1.[Cl:19][C:20]1[CH:25]=[CH:24][C:23]([C@:26]2([CH:38]([CH3:40])[CH3:39])[C@:28]3([C:36]4[C:31](=[CH:32][CH:33]=[CH:34][CH:35]=4)[NH:30][C:29]3=[O:37])[CH2:27]2)=[CH:22][CH:21]=1>>[Cl:19][C:20]1[CH:21]=[CH:22][C:23]([C@@:26]2([CH:38]([CH3:40])[CH3:39])[C@@:28]3([C:36]4[C:31](=[CH:32][CH:33]=[CH:34][CH:35]=4)[N:30]([C:12]4[CH:11]=[C:10]([CH:15]=[C:14]([N:3]5[CH2:4][CH2:5][O:1][C:2]5=[O:6])[CH:13]=4)[C:9]([OH:8])=[O:18])[C:29]3=[O:37])[CH2:27]2)=[CH:24][CH:25]=1. Procedure details: The title compound was prepared in analogy to Example 95 starting from oxazolidin-2-one, 3-bromo-5-iodobenzoic methylester (prepared as in Example 92), (1R,2R) and (1S,2S)-2-(4-chlorophenyl)-2-isopropylspiro[cyclopropane-1,3′-indolin]-2′-one prepared as in Scheme 2. LC/MS m/e calcd. for C29H25ClN2O5: 516, observed (M+H)+: 517.2 1H NMR (400 MHz, DMSO-d6) δppm 0.77 (d, 3 H) 0.89 (d, 3 H) 2.16 (d, 1 H) 2.28 (d, 1 H) 2.95-3.02 (m, 1 H) 4.17-4.25 (m, 2 H) 4.40-4.58 (m, 2 H) 5.43 (d, 1 H) 6.65-6.76 (m...